describe an organic reaction: reactants, conditions, products, and yield From a dataset of the Open Reaction Database (ORD), a public repository of structured organic reaction records. Starting materials: CC1(C=2CC(CC2C(CC1)(C)C)C(=O)O)C (4,4,7,7-tetramethyl-2,3,4,5,6,7-hexahydro-1H-indene-2-carboxylic acid), C(CCCC)I (pentyl iodide), Cl (HCl), C(C)(C)NC(C)C (diisopropylamine), C(CCC)[Li] (butyl lithium). Solvent: O1CCCC1 (THF), O1CCCC1 (THF), O1CCCC1 (THF). Reaction conditions: temperature 0 celsius, time 15 minute. The product is CC1(C=2CC(CC2C(CC1)(C)C)(C(=O)O)CCCCC)C (4,4,7,7-tetramethyl-2-pentyl-2,3,4,5,6,7-hexahydro-1H-indene-2-carboxylic acid). The yield is 81.7%. Reaction SMILES: C(NC(C)C)(C)C.C([Li])CCC.[CH3:13][C:14]1([CH3:28])[CH2:22][CH2:21][C:20]([CH3:24])([CH3:23])[C:19]2[CH2:18][CH:17]([C:25]([OH:27])=[O:26])[CH2:16][C:15]1=2.[CH2:29](I)[CH2:30][CH2:31][CH2:32][CH3:33].Cl>O1CCCC1>[CH3:24][C:20]1([CH3:23])[CH2:21][CH2:22][C:14]([CH3:28])([CH3:13])[C:15]2[CH2:16][C:17]([CH2:29][CH2:30][CH2:31][CH2:32][CH3:33])([C:25]([OH:27])=[O:26])[CH2:18][C:19]1=2. Procedure: 13.6 g of diisopropylamine were dissolved in 200 ml of THF (tetrahydrofuran) abs. and treated dropwise at −10° with 84 ml of butyl lithium (1.6 molar in hexane). After 15 minutes of stirring at 0° C., a solution of 12 g of 4,4,7,7-tetramethyl-2,3,4,5,6,7-hexahydro-1H-indene-2-carboxylic acid in 40 ml of THF was dropped in. The reaction mixture was stirred for one hour at room temperature, cooled again to 0° C. and treated dropwise with a solution of 26.4 g of pentyl iodide in 30 ml of THF. After...